From a dataset of the Open Reaction Database (ORD), a public repository of structured organic reaction records. describe an organic reaction: reactants, conditions, products, and yield Reactants: O=C1NC(=O)c2ccccc21, N#CC(CF)(CCCI)N1C(=O)c2ccccc2C1=O, [K], CN(C)C=O. Yields the product N#CC(CF)(CCCN1C(=O)c2ccccc2C1=O)N1C(=O)c2ccccc2C1=O. Reaction SMILES: [C:21]1(=[O:31])[c:22]2[c:23]([cH:27][cH:28][cH:29][cH:30]2)[C:24](=[O:26])[NH:25]1.[F:1][CH2:2][C:3]([C:4]#[N:5])([CH2:6][CH2:7][CH2:8][I:9])[N:10]1[C:11](=[O:20])[c:12]2[c:13]([cH:16][cH:17][cH:18][cH:19]2)[C:14]1=[O:15].[K:32].[O:33]=[CH:34][N:35]([CH3:36])[CH3:37]>>[F:1][CH2:2][C:3]([C:4]#[N:5])([CH2:6][CH2:7][CH2:8][N:25]1[C:21](=[O:31])[c:22]2[c:23]([cH:27][cH:28][cH:29][cH:30]2)[C:24]1=[O:26])[N:10]1[C:11](=[O:20])[c:12]2[c:13]([cH:16][cH:17][cH:18][cH:19]2)[C:14]1=[O:15]. Run at time 2 hour. The reactants are C(=O)(C(F)(F)F)O (TFA), C(C)(C)(C)OC(NC1CN(C1)C1CCC(CC1)C1=NOC(=N1)C(Cl)(Cl)Cl)=O ({1-[4-(5-Trichloromethyl-[1,2,4]oxadiazol-3-yl)-cyclohexyl]-azetidin-3-yl}-carbamic acid tert-butyl ester). The solvent is C(Cl)Cl (DCM). The product is ClC(C1=NC(=NO1)C1CCC(CC1)N1CC(C1)N)(Cl)Cl (1-[4-(5-Trichloromethyl-[1,2,4]oxadiazol-3-yl)-cyclohexyl]-azetidin-3-ylamine), C(=O)(C(F)(F)F)O (TFA). Reported procedure: {1-[4-(5-Trichloromethyl-[1,2,4]oxadiazol-3-yl)-cyclohexyl]-azetidin-3-yl}-carbamic acid tert-butyl ester (as prepared in the previous step) was treated with 1:1 ratio of DCM and TFA at room temperature. After 2 hours, the solvent was removed in vacuo and the residue was dried overnight to give the title compound as TFA salt (colorless oil). As a reaction SMILES: C(OC(=O)[NH:7][CH:8]1[CH2:11][N:10]([CH:12]2[CH2:17][CH2:16][CH:15]([C:18]3[N:22]=[C:21]([C:23]([Cl:26])([Cl:25])[Cl:24])[O:20][N:19]=3)[CH2:14][CH2:13]2)[CH2:9]1)(C)(C)C.[C:28]([OH:34])([C:30]([F:33])([F:32])[F:31])=[O:29]>C(Cl)Cl>[Cl:25][C:23]([Cl:24])([Cl:26])[C:21]1[O:20][N:19]=[C:18]([CH:15]2[CH2:16][CH2:17][CH:12]([N:10]3[CH2:11][CH:8]([NH2:7])[CH2:9]3)[CH2:13][CH2:14]2)[N:22]=1.[C:28]([OH:34])([C:30]([F:33])([F:32])[F:31])=[O:29].